From a dataset of the Open Reaction Database (ORD), a public repository of structured organic reaction records. describe an organic reaction: reactants, conditions, products, and yield Reactants: CN(C)C(=O)C(=O)O, COc1cccc(C(Oc2ccc3c(cnn3-c3ccc(F)cc3)c2)C(C)N)c1. Product: COc1cccc(C(Oc2ccc3c(cnn3-c3ccc(F)cc3)c2)C(C)NC(=O)C(=O)N(C)C)c1. As a reaction SMILES: [CH3:30][N:31]([C:32]([C:33](=[O:34])[OH:35])=[O:36])[CH3:37].[F:1][c:2]1[cH:3][cH:4][c:5](-[n:8]2[n:9][cH:10][c:11]3[cH:12][c:13]([O:17][CH:18]([CH:19]([CH3:20])[NH2:21])[c:22]4[cH:23][c:24]([O:28][CH3:29])[cH:25][cH:26][cH:27]4)[cH:14][cH:15][c:16]23)[cH:6][cH:7]1>>[F:1][c:2]1[cH:3][cH:4][c:5](-[n:8]2[n:9][cH:10][c:11]3[cH:12][c:13]([O:17][CH:18]([CH:19]([CH3:20])[NH:21][C:33]([C:32]([N:31]([CH3:30])[CH3:37])=[O:36])=[O:34])[c:22]4[cH:23][c:24]([O:28][CH3:29])[cH:25][cH:26][cH:27]4)[cH:14][cH:15][c:16]23)[cH:6][cH:7]1.